This data is from the Open Reaction Database (ORD), a public repository of structured organic reaction records. The task is: describe an organic reaction: reactants, conditions, products, and yield Starting materials: CC=1C=C(N)C=C(C1)C (3,5-dimethylaniline), C(C(O)C1=CC=CC=C1)(=O)O (mandelic acid), O.ON1N=NC2=C1C=CC=C2 (1-hydroxybenzotriazole hydrate), Cl.CN(CCCN=C=NCC)C (1-(3-dimethylaminopropyl)-3-ethylcarbodiimide hydrochloride). The solvent is CN(C=O)C (dimethylformamide), C(C)(=O)OCC (ethyl acetate). Reaction conditions: time 16 hour. Product: CC=1C=C(C=C(C1)C)NC(C(C1=CC=C(C=C1)O)O)=O (N-(3,5-Dimethyl-phenyl)-2-hydroxy-2-(4-hydroxy-phenyl) acetamide). As a reaction SMILES: [CH3:1][C:2]1[CH:3]=[C:4]([CH:6]=[C:7]([CH3:9])[CH:8]=1)[NH2:5].[C:10]([OH:20])(=O)[CH:11]([C:13]1[CH:18]=[CH:17][CH:16]=[CH:15][CH:14]=1)[OH:12].O.[OH:22]N1C2C=CC=CC=2N=N1.Cl.CN(C)CCCN=C=NCC>CN(C)C=O.C(OCC)(=O)C>[CH3:1][C:2]1[CH:3]=[C:4]([NH:5][C:10](=[O:20])[CH:11]([OH:12])[C:13]2[CH:18]=[CH:17][C:16]([OH:22])=[CH:15][CH:14]=2)[CH:6]=[C:7]([CH3:9])[CH:8]=1 |f:2.3,4.5|. Procedure: To a stirring solution of 3,5-dimethylaniline (5.0 g, 41.3 mmol), mandelic acid (7.69 g, 41.3 mmol) and 1-hydroxybenzotriazole hydrate (6.14 g, 45.5 mmol) in dimethylformamide (100 mL) was added 1-(3-dimethylaminopropyl)-3-ethylcarbodiimide hydrochloride (8.73 g, 45.5 mmol) under nitrogen at room temperature. After stirring further for 16 hr, the reaction mixture was diluted with ethyl acetate (200 mL) and washed with 10% potassium hydrogen sulfate (2×50 mL), brine (50 mL), saturated sodium hydr...